Dataset: the Open Reaction Database (ORD), a public repository of structured organic reaction records. Task: describe an organic reaction: reactants, conditions, products, and yield The reactants are NC=1C(=CC2=C(N(C(CN(C2)CC)=O)CC)C1)OC (8-Amino-1,4-diethyl-7-methoxy-1,3,4,5-tetrahydro-benzo[e][1,4]diazepin-2-one), ( M ), ClC1=NC=C(C(=N1)NC1=C(C=CC=C1)S(=O)(=O)N(C)C)Cl (2-(2,5-Dichloro-pyrimidin-4-ylamino)-N,N-dimethyl-benzenesulfonamide), example 730. Product: ClC=1C(=NC(=NC1)NC=1C(=CC2=C(N(C(CN(C2)CC)=O)CC)C1)OC)NC1=C(C=CC=C1)S(=O)(=O)N(C)C (2-[5-Chloro-2-(1,4-diethyl-7-methoxy-2-oxo-2,3,4,5-tetrahydro-1H-benzo[e][1,4]diazepin-8-ylamino)-pyrimidin-4-ylamino]-N,N-dimethyl-benzenesulfonamide). Reaction SMILES: [NH2:1][C:2]1[C:3]([O:18][CH3:19])=[CH:4][C:5]2[CH2:11][N:10]([CH2:12][CH3:13])[CH2:9][C:8](=[O:14])[N:7]([CH2:15][CH3:16])[C:6]=2[CH:17]=1.Cl[C:21]1[N:26]=[C:25]([NH:27][C:28]2[CH:33]=[CH:32][CH:31]=[CH:30][C:29]=2[S:34]([N:37]([CH3:39])[CH3:38])(=[O:36])=[O:35])[C:24]([Cl:40])=[CH:23][N:22]=1>>[Cl:40][C:24]1[C:25]([NH:27][C:28]2[CH:33]=[CH:32][CH:31]=[CH:30][C:29]=2[S:34]([N:37]([CH3:39])[CH3:38])(=[O:36])=[O:35])=[N:26][C:21]([NH:1][C:2]2[C:3]([O:18][CH3:19])=[CH:4][C:5]3[CH2:11][N:10]([CH2:12][CH3:13])[CH2:9][C:8](=[O:14])[N:7]([CH2:15][CH3:16])[C:6]=3[CH:17]=2)=[N:22][CH:23]=1. Procedure details: The title compound was prepared from 8-Amino-1,4-diethyl-7-methoxy-1,3,4,5-tetrahydro-benzo[e][1,4]diazepin-2-one and 2-(2,5-Dichloro-pyrimidin-4-ylamino)-N,N-dimethyl-benzenesulfonamide in an analogous manner to example 730 (0.042 g, 34%). Mp 195-197° C.; LCMS (m/e) 574 (M); 1H-NMR (DMSO, 400 MHz) δ 9.27 (s, 1H), 8.30 (s, 2H), 7.86 (s, 1H), 7.80-7.78 (d, 1H, J=7.83 Hz), 7.50-7.43 (t, 1H, J=9.18 Hz), 7.30-7.26 (t, 1H, J=7.58 Hz), 7.07 (s, 1H), 3.84 (s, 1H), 3.51 (s, 3H), 2.96 (s, 2H), 2.65 (s, 1... The reactants are COCCl (methoxymethylchloride), ClC1=C(CNC(=O)NC2=CC=C(C=C2)Cl)C(=CC=C1)Cl (N-(2,6-dichlorobenzyl)-N'-(4-chlorophenyl)-urea), [OH-].[K+] (potassium hydroxide), CI (methyl iodide). Solvent: ice water, CN(C=O)C (dimethyl formamide). Conditions: time 2 hour. Yields the product ClC1=C(C(=O)N(C(=O)NC2=CC=C(C=C2)Cl)COC)C(=CC=C1)Cl (N-(2,6-dichlorobenzoyl)-N-(methoxymethyl)-N'-(4-chlorophenyl)-urea). RXN SMILES: [Cl:1][C:2]1[CH:19]=[CH:18][CH:17]=[C:16]([Cl:20])[C:3]=1[CH2:4][NH:5][C:6]([NH:8][C:9]1[CH:14]=[CH:13][C:12]([Cl:15])=[CH:11][CH:10]=1)=[O:7].[OH-:21].[K+].CI.[CH3:25][O:26][CH2:27]Cl>CN(C)C=O>[Cl:1][C:2]1[CH:19]=[CH:18][CH:17]=[C:16]([Cl:20])[C:3]=1[C:4]([N:5]([CH2:25][O:26][CH3:27])[C:6]([NH:8][C:9]1[CH:10]=[CH:11][C:12]([Cl:15])=[CH:13][CH:14]=1)=[O:7])=[O:21] |f:1.2|. Procedure details: 10.3 g of N-(2,6-dichlorobenzyl)-N'-(4-chlorophenyl)-urea and 1.88 g of powdered potassium hydroxide (90%) are dissolved 40 ml of dimethyl formamide, after which 4.7 g of methyl iodide are added drop by drop to the clear solution. The resulting reaction is exothermic. After stirring for two hours the solution is diluted with ice water and the solid substance is isolated. Yield 10.3 g. Melting point 124°-126° C. In a completely similar manner but using methoxymethylchloride instead of methyliodid... Reactants: OCCN(C1=CC(=C(C#N)C=C1)C(F)(F)F)CC(F)(F)F (4-[(2-hydroxyethyl)(2,2,2-trifluoroethyl)amino]-2-(trifluoromethyl)benzonitrile), N1=CCC(C=C1)=O (4-pyridone). The solvent is COCCOC (DME). Product: N1=CC=C(C=C1)OCCN(C1=CC(=C(C#N)C=C1)C(F)(F)F)CC(F)(F)F (4-[[2-(4-Pyridinyloxy)ethyl](2,2,2-trifluoroethyl)amino]-2-(trifluoromethyl)benzonitrile). RXN SMILES: [OH:1][CH2:2][CH2:3][N:4]([CH2:17][C:18]([F:21])([F:20])[F:19])[C:5]1[CH:12]=[CH:11][C:8]([C:9]#[N:10])=[C:7]([C:13]([F:16])([F:15])[F:14])[CH:6]=1.[N:22]1[CH:27]=[CH:26][C:25](=O)[CH2:24][CH:23]=1>COCCOC>[N:22]1[CH:27]=[CH:26][C:25]([O:1][CH2:2][CH2:3][N:4]([CH2:17][C:18]([F:19])([F:20])[F:21])[C:5]2[CH:12]=[CH:11][C:8]([C:9]#[N:10])=[C:7]([C:13]([F:15])([F:16])[F:14])[CH:6]=2)=[CH:24][CH:23]=1. Reported procedure: Synthesized as described in Example 1C from 4-[(2-hydroxyethyl)(2,2,2-trifluoroethyl)amino]-2-(trifluoromethyl)benzonitrile and 4-pyridone, using dry DME as reaction solvent: 1H NMR (400 MHz, CDCl3) δ 8.45 (dd, J=5.0, 1.3 Hz, 2H), 7.68 (d, J=8.8 Hz, 1H), 7.18 (d, J=2.5 Hz, 1H), 7.01 (dd, J=8.7, 2.6 Hz, 1H), 6.77 (dd, J=4.9, 1.3 Hz, 2H), 4.27 (t, J=5.2 Hz, 2H), 4.19 (q, J=8.5 Hz, 2H), 4.04 (t, J=5.3 Hz, 2H). Product: COc1ccc(C(O)C(C)N2CCC(N3Cc4ccccc4OC3=O)CC2)cc1OC. RXN SMILES: [BH4-:32].[CH3:1][O:2][c:3]1[cH:4][c:5]([C:6](=[O:7])[CH:8]([CH3:9])[N:10]2[CH2:11][CH2:12][CH:13]([N:16]3[C:17](=[O:26])[O:18][c:19]4[c:20]([cH:22][cH:23][cH:24][cH:25]4)[CH2:21]3)[CH2:14][CH2:15]2)[cH:27][cH:28][c:29]1[O:30][CH3:31].[CH3:34][OH:35].[Na+:33]>>[CH3:1][O:2][c:3]1[cH:4][c:5]([CH:6]([OH:7])[CH:8]([CH3:9])[N:10]2[CH2:11][CH2:12][CH:13]([N:16]3[C:17](=[O:26])[O:18][c:19]4[c:20]([cH:22][cH:23][cH:24][cH:25]4)[CH2:21]3)[CH2:14][CH2:15]2)[cH:27][cH:28][c:29]1[O:30][CH3:31]. The reactants are [BH4-], COc1ccc(C(=O)C(C)N2CCC(N3Cc4ccccc4OC3=O)CC2)cc1OC, CO, [Na+]. Starting materials: CSc1nc(Nc2ccc(N3CCN(C(C)=O)CC3)cc2)nc2[nH]ccc12, ClCCl, O=C(OO)c1cccc(Cl)c1. The product is CC(=O)N1CCN(c2ccc(Nc3nc(S(C)=O)c4cc[nH]c4n3)cc2)CC1. RXN SMILES: [CH3:1][S:2][c:3]1[c:4]2[c:5]([n:6][c:7]([NH:9][c:10]3[cH:11][cH:12][c:13]([N:16]4[CH2:17][CH2:18][N:19]([C:22]([CH3:23])=[O:24])[CH2:20][CH2:21]4)[cH:14][cH:15]3)[n:8]1)[nH:25][cH:26][cH:27]2.[Cl:39][CH2:40][Cl:41].[OH:28][O:29][C:30]([c:31]1[cH:32][c:33]([Cl:34])[cH:35][cH:36][cH:37]1)=[O:38]>>[CH3:1][S:2]([c:3]1[c:4]2[c:5]([n:6][c:7]([NH:9][c:10]3[cH:11][cH:12][c:13]([N:16]4[CH2:17][CH2:18][N:19]([C:22]([CH3:23])=[O:24])[CH2:20][CH2:21]4)[cH:14][cH:15]3)[n:8]1)[nH:25][cH:26][cH:27]2)=[O:28].